This data is from the Open Reaction Database (ORD), a public repository of structured organic reaction records. The task is: describe an organic reaction: reactants, conditions, products, and yield Starting materials: Cc1sc2cc(CCCCO)ccc2c1-c1ccc(C(F)(F)F)cc1, CS(=O)(=O)O, [Cl-]. The product is Cc1sc2cc(CCCCOS(C)(=O)=O)ccc2c1-c1ccc(C(F)(F)F)cc1. As a reaction SMILES: [CH3:1][c:2]1[c:3](-[c:16]2[cH:17][cH:18][c:19]([C:22]([F:23])([F:24])[F:25])[cH:20][cH:21]2)[c:4]2[c:5]([s:6]1)[cH:7][c:8]([CH2:11][CH2:12][CH2:13][CH2:14][OH:15])[cH:9][cH:10]2.[CH3:27][S:28](=[O:29])(=[O:30])[OH:31].[Cl-:26]>>[CH3:1][c:2]1[c:3](-[c:16]2[cH:17][cH:18][c:19]([C:22]([F:23])([F:24])[F:25])[cH:20][cH:21]2)[c:4]2[c:5]([s:6]1)[cH:7][c:8]([CH2:11][CH2:12][CH2:13][CH2:14][O:15][S:28]([CH3:27])(=[O:29])=[O:30])[cH:9][cH:10]2. Reactants: CCCCCCCCCCS, CN(C)C=O, O=C(O)CN1C(=O)c2cccc3c(Cl)ccc(c23)C1=O, [Na+], [Na+], O=C([O-])[O-]. Product: CCCCCCCCCCSc1ccc2c3c(cccc13)C(=O)N(CC(=O)O)C2=O. RXN SMILES: [CH2:21]([CH2:22][CH2:23][CH2:24][CH2:25][CH2:26][CH2:27][CH2:28][CH2:29][CH3:30])[SH:31].[CH3:38][N:39]([CH3:40])[CH:41]=[O:42].[Cl:1][c:2]1[cH:3][cH:4][c:5]2[c:14]3[c:9]([cH:10][cH:11][cH:12][c:13]13)[C:8](=[O:15])[N:7]([CH2:16][C:17](=[O:18])[OH:19])[C:6]2=[O:20].[Na+:32].[Na+:33].[O-:34][C:35](=[O:36])[O-:37]>>[c:2]1([S:31][CH2:21][CH2:22][CH2:23][CH2:24][CH2:25][CH2:26][CH2:27][CH2:28][CH2:29][CH3:30])[cH:3][cH:4][c:5]2[c:14]3[c:9]([cH:10][cH:11][cH:12][c:13]13)[C:8](=[O:15])[N:7]([CH2:16][C:17](=[O:18])[OH:19])[C:6]2=[O:20]. Reactants: CC#N, COC(=O)C1CCCCC1, [H-], [Na+], O, c1ccccc1. Yields the product N#CCC(=O)C1CCCCC1. As a reaction SMILES: [CH3:3][C:4]#[N:5].[CH:6]1([C:12](=[O:13])[O:14][CH3:15])[CH2:7][CH2:8][CH2:9][CH2:10][CH2:11]1.[H-:1].[Na+:2].[OH2:16].[cH:17]1[cH:18][cH:19][cH:20][cH:21][cH:22]1>>[CH2:3]([C:4]#[N:5])[C:12]([CH:6]1[CH2:7][CH2:8][CH2:9][CH2:10][CH2:11]1)=[O:13].